This data is from the Open Reaction Database (ORD), a public repository of structured organic reaction records. The task is: describe an organic reaction: reactants, conditions, products, and yield Starting materials: COCCCOc1cc(C(=O)N(CC2CN(C(=O)OC(C)(C)C)CC2CNc2ccccc2)C(C)C)ccc1OC, ClCCl, O=C(O)C(F)(F)F, [Na+], O=C([O-])O. The product is COCCCOc1cc(C(=O)N(CC2CNCC2CNc2ccccc2)C(C)C)ccc1OC. RXN SMILES: [C:1]([O:2][C:3](=[O:4])[N:8]1[CH2:9][CH:10]([CH2:21][N:22]([C:23]([c:24]2[cH:25][c:26]([O:32][CH2:33][CH2:34][CH2:35][O:36][CH3:37])[c:27]([O:30][CH3:31])[cH:28][cH:29]2)=[O:38])[CH:39]([CH3:40])[CH3:41])[CH:11]([CH2:13][NH:14][c:15]2[cH:16][cH:17][cH:18][cH:19][cH:20]2)[CH2:12]1)([CH3:5])([CH3:6])[CH3:7].[Cl:54][CH2:55][Cl:56].[F:42][C:43]([F:44])([F:45])[C:46]([OH:47])=[O:48].[Na+:53].[O-:49][C:50]([OH:51])=[O:52]>>[NH:8]1[CH2:9][CH:10]([CH2:21][N:22]([C:23]([c:24]2[cH:25][c:26]([O:32][CH2:33][CH2:34][CH2:35][O:36][CH3:37])[c:27]([O:30][CH3:31])[cH:28][cH:29]2)=[O:38])[CH:39]([CH3:40])[CH3:41])[CH:11]([CH2:13][NH:14][c:15]2[cH:16][cH:17][cH:18][cH:19][cH:20]2)[CH2:12]1. Starting materials: ClC=1C(=C2C(=NC1)N(C(=C2)C2=CC=C(C=C2)O)S(=O)(=O)C2=CC=C(C)C=C2)C2=CN=C(S2)C2(CCC2)OCOC (4-(5-chloro-4-(2-(1-(methoxymethoxy)cyclobutyl)thiazol-5-yl)-1-tosyl-1H-pyrrolo[2,3-b]pyridin-2-yl)phenol), O1CC(CC1)O (tetrahydrofuran-3-ol), C1(=CC=CC=C1)P(C1=CC=CC=C1)C1=CC=CC=C1 (triphenylphosphine), N(=NC(=O)OC(C)C)C(=O)OC(C)C (diisopropyl azodicarboxylate), O1CC(CC1)O (tetrahydrofuran-3-ol), N(=NC(=O)OC(C)C)C(=O)OC(C)C (diisopropyl azodicarboxylate), C1(=CC=CC=C1)P(C1=CC=CC=C1)C1=CC=CC=C1 (triphenylphosphine). The solvent is O1CCCC1 (tetrahydrofuran), C(C)(=O)OCC (ethyl acetate). Run at time 16 hour. The product is ClC=1C(=C2C(=NC1)N(C(=C2)C2=CC=C(C=C2)OC2COCC2)S(=O)(=O)C2=CC=C(C)C=C2)C2=CN=C(S2)C2(CCC2)OCOC (5-(5-chloro-2-(4-(tetrahydrofuran-3-yloxy)phenyl)-1-tosyl-1H-pyrrolo[2,3-b]pyridin-4-yl)-2-(1-(methoxymethoxy)cyclobutyl)thiazole). As a reaction SMILES: [Cl:1][C:2]1[C:3]([C:28]2[S:32][C:31]([C:33]3([O:37][CH2:38][O:39][CH3:40])[CH2:36][CH2:35][CH2:34]3)=[N:30][CH:29]=2)=[C:4]2[CH:10]=[C:9]([C:11]3[CH:16]=[CH:15][C:14]([OH:17])=[CH:13][CH:12]=3)[N:8]([S:18]([C:21]3[CH:27]=[CH:26][C:24]([CH3:25])=[CH:23][CH:22]=3)(=[O:20])=[O:19])[C:5]2=[N:6][CH:7]=1.[O:41]1[CH2:45][CH2:44][CH:43](O)[CH2:42]1.C1(P(C2C=CC=CC=2)C2C=CC=CC=2)C=CC=CC=1.N(C(OC(C)C)=O)=NC(OC(C)C)=O>O1CCCC1.C(OCC)(=O)C>[Cl:1][C:2]1[C:3]([C:28]2[S:32][C:31]([C:33]3([O:37][CH2:38][O:39][CH3:40])[CH2:36][CH2:35][CH2:34]3)=[N:30][CH:29]=2)=[C:4]2[CH:10]=[C:9]([C:11]3[CH:16]=[CH:15][C:14]([O:17][CH:43]4[CH2:44][CH2:45][O:41][CH2:42]4)=[CH:13][CH:12]=3)[N:8]([S:18]([C:21]3[CH:22]=[CH:23][C:24]([CH3:25])=[CH:26][CH:27]=3)(=[O:19])=[O:20])[C:5]2=[N:6][CH:7]=1. Procedure: A solution of 4-(5-chloro-4-(2-(1-(methoxymethoxy)cyclobutyl)thiazol-5-yl)-1-tosyl-1H-pyrrolo[2,3-b]pyridin-2-yl)phenol (Example 69A) (60 mg, 0.101 mmol), tetrahydrofuran-3-ol (12 mg, 0.131 mmol), and triphenylphosphine (34.3 mg, 0.131 mmol) in anhydrous tetrahydrofuran (1 mL) was treated with diisopropyl azodicarboxylate (0.025 mL, 0.131 mmol). The reaction was stirred for 16 hours at ambient temperature. The reaction treated with more tetrahydrofuran-3-ol (12 mg, 0.131 mmol), diisopropyl azodi... The reactants are CC(C)(C)C(=O)Cl, ClCCl, O=C(Nc1ccccc1)c1cc(O)c(O)cc1NC(=O)c1sc2ccccc2c1Cl, c1ccncc1. Yields the product CC(C)(C)C(=O)Oc1cc(NC(=O)c2sc3ccccc3c2Cl)c(C(=O)Nc2ccccc2)cc1O. As a reaction SMILES: [CH3:31][C:32]([C:33](=[O:34])[Cl:35])([CH3:36])[CH3:37].[Cl:38][CH2:39][Cl:40].[c:1]1([NH:7][C:8]([c:9]2[c:10]([NH:17][C:18](=[O:19])[c:20]3[c:21]([Cl:29])[c:22]4[c:23]([s:24]3)[cH:25][cH:26][cH:27][cH:28]4)[cH:11][c:12]([OH:16])[c:13]([OH:15])[cH:14]2)=[O:30])[cH:2][cH:3][cH:4][cH:5][cH:6]1.[cH:41]1[cH:42][cH:43][n:44][cH:45][cH:46]1>>[c:1]1([NH:7][C:8]([c:9]2[c:10]([NH:17][C:18](=[O:19])[c:20]3[c:21]([Cl:29])[c:22]4[c:23]([s:24]3)[cH:25][cH:26][cH:27][cH:28]4)[cH:11][c:12]([O:16][C:33]([C:32]([CH3:31])([CH3:36])[CH3:37])=[O:34])[c:13]([OH:15])[cH:14]2)=[O:30])[cH:2][cH:3][cH:4][cH:5][cH:6]1. The reactants are ClC=1C=C(C=CC1F)NC(=O)C=1N=NSC1CO[Si](C(C)C)(C(C)C)C(C)C (N-(3-chloro-4-fluorophenyl)-5-[(triisopropylsilyl)oxy]methyl-1,2,3-thiadiazole-4-carboxamide), COC1=CC=C(C=C1)P1(SP(S1)(=S)C1=CC=C(C=C1)OC)=S (2,4-bis(4-methoxyphenyl)-2,4-dithioxo-1,3,2,4-dithiadiphosphetane). The solvent is C1CCOC1 (THF). Reaction conditions: temperature 160 celsius. The product is ClC=1C=C(C=CC1F)NC(=S)C=1N=NSC1CO[Si](C(C)C)(C(C)C)C(C)C (N-(3-chloro-4-fluorophenyl)-5-[(triisopropylsilyl)oxy]methyl-1,2,3-thiadiazole-4-carbothioamide). Yield: 75.2%. RXN SMILES: [Cl:1][C:2]1[CH:3]=[C:4]([NH:9][C:10]([C:12]2[N:13]=[N:14][S:15][C:16]=2[CH2:17][O:18][Si:19]([CH:26]([CH3:28])[CH3:27])([CH:23]([CH3:25])[CH3:24])[CH:20]([CH3:22])[CH3:21])=O)[CH:5]=[CH:6][C:7]=1[F:8].COC1C=CC(P2(=S)SP(C3C=CC(OC)=CC=3)(=S)[S:38]2)=CC=1>C1COCC1>[Cl:1][C:2]1[CH:3]=[C:4]([NH:9][C:10]([C:12]2[N:13]=[N:14][S:15][C:16]=2[CH2:17][O:18][Si:19]([CH:26]([CH3:28])[CH3:27])([CH:23]([CH3:25])[CH3:24])[CH:20]([CH3:22])[CH3:21])=[S:38])[CH:5]=[CH:6][C:7]=1[F:8]. Procedure details: A solution of N-(3-chloro-4-fluorophenyl)-5-[(triisopropylsilyl)oxy]methyl-1,2,3-thiadiazole-4-carboxamide (2.3 g, 0.0052 mol) in anhydrous THF (10 mL) was distributed equally into 2 microwave vials. 2,4-bis(4-methoxyphenyl)-2,4-dithioxo-1,3,2,4-dithiadiphosphetane (4.2 g, 0.010 mol) (Lawesson's reagent) was added to each vial. The reactions were each heated at 160° C. in a microwave for 15 minutes. The solutions were combined, concentrated and purified by flash chromatography to give the desire... The reactants are CN(C=O)C (dimethylformamide), ClC=1C=C2C=C(N(C2=CC1)C)C(F)(F)F (5-chloro-1-methyl-2-(trifluoromethyl)indole), N1C=CC2=CC=CC=C12 (indole), ClS(=O)(=O)N=C=O (chlorosulfonylisocyanate). Solvent: C(C)OCC (diethyl ether), O (water), C(C)#N (acetonitrile). The product is ClC=1C=C2C(=C(N(C2=CC1)C)C(F)(F)F)C#N (5-Chloro-3-cyano-1-methyl-2-(trifluoromethyl)indole). The yield is 49.7%. Reaction SMILES: [Cl:1][C:2]1[CH:3]=[C:4]2[C:8](=[CH:9][CH:10]=1)[N:7]([CH3:11])[C:6]([C:12]([F:15])([F:14])[F:13])=[CH:5]2.ClS([N:20]=[C:21]=O)(=O)=O.N1C2C(=CC=CC=2)C=C1.CN(C)C=O>C(#N)C.C(OCC)C.O>[Cl:1][C:2]1[CH:3]=[C:4]2[C:8](=[CH:9][CH:10]=1)[N:7]([CH3:11])[C:6]([C:12]([F:13])([F:15])[F:14])=[C:5]2[C:21]#[N:20]. Reported procedure: A solution of 5-chloro-1-methyl-2-(trifluoromethyl)indole (1.79 g, 7.7 mmole) in acetonitrile is cooled to 0° C., treated with chlorosulfonylisocyanate (CSI) (1.0 mL 11.5 mmole) stirred until starting indole cannot be observed by thin layer chromatography, treated with 5 mL of dimethylformamide (DMF), stirred for 0.5 hour and diluted with diethyl ether and water. The phases are separated. The organic phase is washed with water, dried over Na2SO4 and concentrated in vacuo. The resultant residue i... The reactants are COC1=CC=C(C=C1)C1=NN=C(C2=CC=CC=C12)NC1=CC=C(C=C1)O (4-(4-(4-methoxyphenyl)phthalazin-1-ylamino)phenol), C([O-])([O-])=O.[Cs+].[Cs+] (cesium carbonate), ClC=1C=CN=C2C=C(C=NC12)OC (8-chloro-3-methoxy-1,5-naphthyridine). Solvent: O (water), CN(C)C=O (DMF). Conditions: time 10 minute. Product: COC1=CN=C2C(=CC=NC2=C1)OC1=CC=C(C=C1)NC1=NN=C(C2=CC=CC=C12)C1=CC=C(C=C1)OC (N-(4-(7-methoxy-1,5-naphthyridin-4-yloxy)phenyl)-4-(4-methoxyphenyl)phthalazin-1-amine). Reaction SMILES: [CH3:1][O:2][C:3]1[CH:8]=[CH:7][C:6]([C:9]2[C:18]3[C:13](=[CH:14][CH:15]=[CH:16][CH:17]=3)[C:12]([NH:19][C:20]3[CH:25]=[CH:24][C:23]([OH:26])=[CH:22][CH:21]=3)=[N:11][N:10]=2)=[CH:5][CH:4]=1.C(=O)([O-])[O-].[Cs+].[Cs+].Cl[C:34]1[CH:35]=[CH:36][N:37]=[C:38]2[C:43]=1[N:42]=[CH:41][C:40]([O:44][CH3:45])=[CH:39]2>CN(C=O)C.O>[CH3:45][O:44][C:40]1[CH:39]=[C:38]2[C:43]([C:34]([O:26][C:23]3[CH:22]=[CH:21][C:20]([NH:19][C:12]4[C:13]5[C:18](=[CH:17][CH:16]=[CH:15][CH:14]=5)[C:9]([C:6]5[CH:5]=[CH:4][C:3]([O:2][CH3:1])=[CH:8][CH:7]=5)=[N:10][N:11]=4)=[CH:25][CH:24]=3)=[CH:35][CH:36]=[N:37]2)=[N:42][CH:41]=1 |f:1.2.3|. Procedure details: A 5 mL microwave tube was charged with 4-(4-(4-methoxyphenyl)phthalazin-1-ylamino)phenol and 3 equivalents of cesium carbonate (342 mg, 1.048 mmol) in 1.8 mL of DMF. The mixture was stirred at RT for 10 min. Following addition of 8-chloro-3-methoxy-1,5-naphthyridine (88 mg, 0.454 mmol), the vessel was capped and irradiated at 150° C. for 15 min in the microwave, at which time the reaction was determined complete by LC/MS. The mixture was cooled to ambient temperature and diluted with water. The ... Starting materials: FC1=C(C=CC(=C1)F)C1=NC(=NC=N1)NC1=CC(=CC=C1)CS(=O)(=O)C (4-(2,4-difluorophenyl)-N-{3-[(methylsulfonyl)methyl]phenyl}-1,3,5-triazin-2-amine), intermediate 42.1, FC1=CC=C([C@@H](C)O)C=C1 ((R)-4-fluoro-α-methylbenzyl alcohol). The product is FC1=CC(=C(C=C1)C1=NC(=NC=N1)NC1=CC(=CC=C1)CS(=O)(=O)C)O[C@H](C)C1=CC=C(C=C1)F (4-{4-Fluoro-2-[(1R)-1-(4-fluorophenyl)ethoxy]phenyl}-N-{3-[(methylsulfonyl)-methyl]phenyl}-1,3,5-triazin-2-amine). As a reaction SMILES: F[C:2]1[CH:7]=[C:6]([F:8])[CH:5]=[CH:4][C:3]=1[C:9]1[N:14]=[CH:13][N:12]=[C:11]([NH:15][C:16]2[CH:21]=[CH:20][CH:19]=[C:18]([CH2:22][S:23]([CH3:26])(=[O:25])=[O:24])[CH:17]=2)[N:10]=1.[F:27][C:28]1[CH:36]=[CH:35][C:31]([C@H:32]([OH:34])[CH3:33])=[CH:30][CH:29]=1>>[F:8][C:6]1[CH:5]=[CH:4][C:3]([C:9]2[N:14]=[CH:13][N:12]=[C:11]([NH:15][C:16]3[CH:21]=[CH:20][CH:19]=[C:18]([CH2:22][S:23]([CH3:26])(=[O:25])=[O:24])[CH:17]=3)[N:10]=2)=[C:2]([O:34][C@@H:32]([C:31]2[CH:35]=[CH:36][C:28]([F:27])=[CH:29][CH:30]=2)[CH3:33])[CH:7]=1. Procedure details: Starting with 4-(2,4-difluorophenyl)-N-{3-[(methylsulfonyl)methyl]phenyl}-1,3,5-triazin-2-amine (50 mg; 0.129 mmol), intermediate 42.1, and (R)-4-fluoro-α-methylbenzyl alcohol (74.4 mg; 0.515 mmol), example 67 was prepared analogously to the procedure for the preparation of example 42. The reactants are C(=O)([O-])[O-].[Cs+].[Cs+] (Cs2CO3), BrC=1C=C2C(CC3(COCCC3)OC2=CC1C)=O (6-bromo-7-methyl-2′,4′,5′,6′-tetrahydrospiro[chroman-2,3′-pyran]-4-one), C(#N)C=1C=C(C=CC1)B(O)O (3-cyanophenylboronic acid), N#N (N2). Reagents/catalysts: Cl[Pd]([P](C1=CC=CC=C1)(C2=CC=CC=C2)C3=CC=CC=C3)([P](C4=CC=CC=C4)(C5=CC=CC=C5)C6=CC=CC=C6)Cl (PdCl2(PPh3)2). Run in O (H2O), O1CCOCC1 (dioxane). Reaction conditions: temperature 100 celsius. The product is CC1=C(C=C2C(CC3(COCCC3)OC2=C1)=O)C=1C=C(C#N)C=CC1 (3-(7-methyl-4-oxo-2′,4′,5′,6′-tetrahydrospiro[chroman-2,3′-pyran]-6-yl)benzonitrile). Yield: 96.0%. As a reaction SMILES: C([O-])([O-])=O.[Cs+].[Cs+].Br[C:8]1[CH:9]=[C:10]2[C:20](=[CH:21][C:22]=1[CH3:23])[O:19][C:13]1([CH2:18][CH2:17][CH2:16][O:15][CH2:14]1)[CH2:12][C:11]2=[O:24].[C:25]([C:27]1[CH:28]=[C:29](B(O)O)[CH:30]=[CH:31][CH:32]=1)#[N:26].N#N>Cl[Pd](Cl)([P](C1C=CC=CC=1)(C1C=CC=CC=1)C1C=CC=CC=1)[P](C1C=CC=CC=1)(C1C=CC=CC=1)C1C=CC=CC=1.O.O1CCOCC1>[CH3:23][C:22]1[CH:21]=[C:20]2[C:10]([C:11](=[O:24])[CH2:12][C:13]3([O:19]2)[CH2:18][CH2:17][CH2:16][O:15][CH2:14]3)=[CH:9][C:8]=1[C:31]1[CH:32]=[C:27]([CH:28]=[CH:29][CH:30]=1)[C:25]#[N:26] |f:0.1.2,^1:40,59|. Procedure: To a 10 mL CEM microwave test tube was charged with Cs2CO3 (147 mg, 0.45 mmol), PdCl2(PPh3)2 (8 mg, 0.011 mmol), 6-bromo-7-methyl-2′,4′,5′,6′-tetrahydrospiro[chroman-2,3′-pyran]-4-one (70 mg, 0.225 mmol), 3-cyanophenylboronic acid (43 mg, 0.293 mmol), dioxane (4 mL) and H2O (0.2 mL), the system was swept with N2 and sealed, and heated in a CEM microwave reactor at 100° C. for 10 min. The reaction mixture was filtered, and concentrated. The residue was purified by flash chromatography on silica g... Starting materials: C(C(=O)C)(=O)O (pyruvic acid), FC1=CC=C(C=O)C=C1 (p-fluorobenzaldehyde), [OH-].[K+] (potassium hydroxide). Run in CO (methanol), CO (methanol). Reaction conditions: time 8 hour. Product: FC1=CC=C(C=C1)C=CC(C(=O)[O-])=O.[K+] (Potassium 4-(4-fluorophenyl)-2-oxo-3-butenoate). Reaction SMILES: [C:1]([OH:6])(=[O:5])[C:2]([CH3:4])=[O:3].[F:7][C:8]1[CH:15]=[CH:14][C:11]([CH:12]=O)=[CH:10][CH:9]=1.[OH-].[K+:17]>CO>[F:7][C:8]1[CH:15]=[CH:14][C:11]([CH:12]=[CH:4][C:2](=[O:3])[C:1]([O-:6])=[O:5])=[CH:10][CH:9]=1.[K+:17] |f:2.3,5.6|. Reported procedure: A solution of pyruvic acid and p-fluorobenzaldehyde (24.8 g) in methanol (20 ml) was cooled to 15° C. and treated with a solution of potassium hydroxide (16.8 g) in (50 ml) methanol. After 2/3 of the addition was complete, the cooling bath was removed and the temperature was allowed to rise to 40° C. A yellow precipitate appeared and was filtered after standing overnight. The solid was washed well with methanol and ether. The title compound (34.5 g) was used without further purification.